Dataset: the Open Reaction Database (ORD), a public repository of structured organic reaction records. Task: describe an organic reaction: reactants, conditions, products, and yield Reactants: Cl.CC1=C(C=CC=2C(OCC21)=O)CCN2CCNCC2 (4-methyl-5-(2-piperazin-1-ylethyl)-2-benzofuran-1(3H)-one hydrochloride), BrC1=CC2=C(C(OC2)=O)C=C1C(F)(F)F (5-bromo-6-(trifluoromethyl)-2-benzofuran-1(3H)-one). Product: Cl.N1(CCNCC1)CCC1=CC2=C(C(OC2)=O)C=C1C(F)(F)F (5-[2-(piperazin-1-yl)ethyl]-6-(trifluoromethyl)-2-benzofuran-1(3H)-one hydrochloride). Reaction SMILES: [ClH:1].C[C:3]1[C:11]2[CH2:10][O:9][C:8](=[O:12])[C:7]=2[CH:6]=[CH:5][C:4]=1[CH2:13][CH2:14][N:15]1[CH2:20][CH2:19][NH:18][CH2:17][CH2:16]1.BrC1C([C:32]([F:35])([F:34])[F:33])=CC2C(=O)OCC=2C=1>>[ClH:1].[N:15]1([CH2:14][CH2:13][C:4]2[C:5]([C:32]([F:35])([F:34])[F:33])=[CH:6][C:7]3[C:8](=[O:12])[O:9][CH2:10][C:11]=3[CH:3]=2)[CH2:16][CH2:17][NH:18][CH2:19][CH2:20]1 |f:0.1,3.4|. Procedure details: 5-[2-(piperazin-1-yl)ethyl]-6-(trifluoromethyl)-2-benzofuran-1(3H)-one hydrochloride was prepared in an analogous fashion to that described for the synthesis of 4-methyl-5-(2-piperazin-1-ylethyl)-2-benzofuran-1(3H)-one hydrochloride above starting from 5-bromo-6-(trifluoromethyl)-2-benzofuran-1(3H)-one. LC-MS (IE, m/z): 315 [M+1]+.